Task: describe an organic reaction: reactants, conditions, products, and yield. Dataset: the Open Reaction Database (ORD), a public repository of structured organic reaction records Starting materials: C=CCc1cc(Oc2ccc(F)cc2)ccc1O, CCO, [K+], [OH-]. The product is CC=Cc1cc(Oc2ccc(F)cc2)ccc1O. RXN SMILES: [CH2:1]([CH:2]=[CH2:3])[c:4]1[c:5]([OH:18])[cH:6][cH:7][c:8]([O:10][c:11]2[cH:12][cH:13][c:14]([F:17])[cH:15][cH:16]2)[cH:9]1.[CH3:21][CH2:22][OH:23].[K+:20].[OH-:19]>>[CH:1](=[CH:2][CH3:3])[c:4]1[c:5]([OH:18])[cH:6][cH:7][c:8]([O:10][c:11]2[cH:12][cH:13][c:14]([F:17])[cH:15][cH:16]2)[cH:9]1. The reactants are FC(C1=CC=C(C=C1)C=1C=C(COC2=CC=C(C=C2)[C@H](CC(=O)OC)C2=NOC(=C2)C)C=CC1)(F)F ((S)-Methyl 3-(4-(3-(4-(trifluoromethyl)phenyl)benzyloxy)phenyl)-3-(5-methylisoxazol-3-yl)propanoate), [OH-].[Na+] (NaOH), ice water, Cl (HCl). Solvent: C1CCOC1.CO (THF MeOH). Run at time 2 hour. Yields the product FC(C1=CC=C(C=C1)C=1C=C(COC2=CC=C(C=C2)[C@H](CC(=O)O)C2=NOC(=C2)C)C=CC1)(F)F ((S)-3-(4-(3-(4-(Trifluoromethyl)phenyl)benzyloxy)phenyl)-3-(5-methylisoxazol-3-yl)propanoic acid). RXN SMILES: [F:1][C:2]([F:36])([F:35])[C:3]1[CH:8]=[CH:7][C:6]([C:9]2[CH:10]=[C:11]([CH:32]=[CH:33][CH:34]=2)[CH2:12][O:13][C:14]2[CH:19]=[CH:18][C:17]([C@@H:20]([C:26]3[CH:30]=[C:29]([CH3:31])[O:28][N:27]=3)[CH2:21][C:22]([O:24]C)=[O:23])=[CH:16][CH:15]=2)=[CH:5][CH:4]=1.[OH-].[Na+].Cl>C1COCC1.CO>[F:36][C:2]([F:1])([F:35])[C:3]1[CH:4]=[CH:5][C:6]([C:9]2[CH:10]=[C:11]([CH:32]=[CH:33][CH:34]=2)[CH2:12][O:13][C:14]2[CH:15]=[CH:16][C:17]([C@@H:20]([C:26]3[CH:30]=[C:29]([CH3:31])[O:28][N:27]=3)[CH2:21][C:22]([OH:24])=[O:23])=[CH:18][CH:19]=2)=[CH:7][CH:8]=1 |f:1.2,4.5|. Procedure details: A solution of 39.3 (25 mg) in THF/MeOH (1:1, 4 mL) was treated with 2N aqueous NaOH solution (0.2 mL) and stirred for 2 hours at room temperature. The reaction mixture was acidified with aqueous 3N HCl while cooled with ice-water, and extracted with EtOAc to obtain 39, which was chromatographed on a silica gel column, eluting with 5˜10% MeOH in DCM. MS ESI (neg.) m/e: 480.1 (M−H). 1HNMR (CDCl3) δ 7.13 (s, 1H), 7.04 (d, 2H, J=7.27Hz), 7.01-6.98 (m, 2H), 6.80 (s, 1H), 6.69 (d, 2H, J=Hz, J=8.62Hz),... Starting materials: C(CCC)OC(=O)C=1NC(C2=CC(=CC=C2C1O)OC1=CC2=C(OCO2)C=C1)=O (7-(benzo[1,3]dioxol-5-yloxy)-4-hydroxy-1-oxo-1,2-dihydro-isoquinoline-3-carboxylic acid butyl ester), O=P(Cl)(Cl)Cl (POCl3). Yields the product C(CCC)OC(=O)C=1N=C(C2=CC(=CC=C2C1O)OC1=CC2=C(OCO2)C=C1)Cl (7-(Benzo[1,3]dioxol-5-yloxy)-1-chloro-4-hydroxy-isoquinoline-3-carboxylic acid butyl ester). As a reaction SMILES: [CH2:1]([O:5][C:6]([C:8]1[NH:9][C:10](=O)[C:11]2[C:16]([C:17]=1[OH:18])=[CH:15][CH:14]=[C:13]([O:19][C:20]1[CH:28]=[CH:27][C:23]3[O:24][CH2:25][O:26][C:22]=3[CH:21]=1)[CH:12]=2)=[O:7])[CH2:2][CH2:3][CH3:4].O=P(Cl)(Cl)[Cl:32]>>[CH2:1]([O:5][C:6]([C:8]1[N:9]=[C:10]([Cl:32])[C:11]2[C:16]([C:17]=1[OH:18])=[CH:15][CH:14]=[C:13]([O:19][C:20]1[CH:28]=[CH:27][C:23]3[O:24][CH2:25][O:26][C:22]=3[CH:21]=1)[CH:12]=2)=[O:7])[CH2:2][CH2:3][CH3:4]. Procedure: Prepared in analogy to example 31f from 7-(benzo[1,3]dioxol-5-yloxy)-4-hydroxy-1-oxo-1,2-dihydro-isoquinoline-3-carboxylic acid butyl ester and POCl3. 1H NMR (200 MHz, CDCl3): δ (ppm)=11.89 (s, 1H), 8.35 (d, 1H, J=9.2 Hz), 7.57 (d, 1H, J=1.9 Hz), 7.50 (m, 1H), 6.83 (d, 1H, J=7.8 Hz), 6.65-6.56 (m, 2H), 6.03 (s, 2H), 4.47 (t, 2H, J=7.1 Hz), 1.9-1.4 (m, 4H), 0.99 (t, 3H, J=7.3 Hz). Starting materials: ClC1=NC=C(C=C1[N+](=O)[O-])[N+](=O)[O-] (2-chloro-3,5-dinitropyridine), C(CCCCCCCCCCCCCCCCC)N (octadecylamine). Product: C(CCCCCCCCCCCCCCCCC)NC1=NC=C(C=C1[N+](=O)[O-])[N+](=O)[O-] (2-octadecylamino-3,5-dinitropyridine). Reaction SMILES: Cl[C:2]1[C:7]([N+:8]([O-:10])=[O:9])=[CH:6][C:5]([N+:11]([O-:13])=[O:12])=[CH:4][N:3]=1.[CH2:14]([NH2:32])[CH2:15][CH2:16][CH2:17][CH2:18][CH2:19][CH2:20][CH2:21][CH2:22][CH2:23][CH2:24][CH2:25][CH2:26][CH2:27][CH2:28][CH2:29][CH2:30][CH3:31]>>[CH2:14]([NH:32][C:2]1[C:7]([N+:8]([O-:10])=[O:9])=[CH:6][C:5]([N+:11]([O-:13])=[O:12])=[CH:4][N:3]=1)[CH2:15][CH2:16][CH2:17][CH2:18][CH2:19][CH2:20][CH2:21][CH2:22][CH2:23][CH2:24][CH2:25][CH2:26][CH2:27][CH2:28][CH2:29][CH2:30][CH3:31]. Procedure: The synthesis is carried out analogously to Example 1 using 2-chloro-3,5-dinitropyridine (Fluka) and octadecylamine as the starting materials. Octadecylamine is recrystallized several times from ethanol before the synthesis. The reactants are FC1=CC=C(C=C1)/C(/C=O)=C/C1CC=CCC1 (Z-2-(4-fluorophenyl)-3-(3-cyclohexenyl)-propenal), [Cl-] (chloride), [BH4-].[Na+] (sodium borohydride), O (water). Run in CO (methanol), [OH-].[Na+] (sodium hydroxide). Run at time 18 hour. Yields the product OC\C(=C/C1CC=CCC1)\C1=CC=C(C=C1)F (Z-1-hydroxymethyl-1-(4-fluorophenyl)-2-(3-cyclohexenyl)ethene). The yield is 99.1%. RXN SMILES: [BH4-].[Na+].[F:3][C:4]1[CH:9]=[CH:8][C:7](/[C:10](=[CH:13]/[CH:14]2[CH2:19][CH2:18][CH:17]=[CH:16][CH2:15]2)/[CH:11]=[O:12])=[CH:6][CH:5]=1.O.[Cl-]>[OH-].[Na+].CO>[OH:12][CH2:11]/[C:10](/[C:7]1[CH:8]=[CH:9][C:4]([F:3])=[CH:5][CH:6]=1)=[CH:13]\[CH:14]1[CH2:19][CH2:18][CH:17]=[CH:16][CH2:15]1 |f:0.1,5.6|. Procedure details: 2 g of sodium borohydride dissolved in a little 10% strength sodium hydroxide solution are added to a solution of 34 g of Z-2-(4-fluorophenyl)-3-(3-cyclohexenyl)-propenal in 200 ml of methanol. After the reaction mixture has been stirred for 18 hours at room temperature, 100 ml of water are added to the solution and the chloride. The organic phase isolated is then dried over sodium sulfate and evaporated down. 34 g (99%) of Z-1-hydroxymethyl-1-(4-fluorophenyl)-2-(3-cyclohexenyl)ethene are obtain...